Dataset: the Open Reaction Database (ORD), a public repository of structured organic reaction records. Task: describe an organic reaction: reactants, conditions, products, and yield Reactants: C[Si](C)(C)CCOCn1cc(C#N)nc1Br, CCOC(C)=O, CCCCCCC, CC(C)[Mg+], [Cl-], CCOC(=O)Cl, ClCCl, C1CCOC1. Product: CCOC(=O)c1nc(C#N)cn1COCC[Si](C)(C)C. Reaction SMILES: [Br:1][c:2]1[n:3]([CH2:9][O:10][CH2:11][CH2:12][Si:13]([CH3:14])([CH3:15])[CH3:16])[cH:4][c:5]([C:7]#[N:8])[n:6]1.[CH3:36][CH2:37][O:38][C:39]([CH3:40])=[O:41].[CH3:42][CH2:43][CH2:44][CH2:45][CH2:46][CH2:47][CH3:48].[CH:23]([Mg+:24])([CH3:25])[CH3:26].[Cl-:22].[Cl:27][C:28](=[O:29])[O:30][CH2:31][CH3:32].[Cl:33][CH2:34][Cl:35].[O:17]1[CH2:18][CH2:19][CH2:20][CH2:21]1>>[c:2]1([C:28](=[O:29])[O:30][CH2:31][CH3:32])[n:3]([CH2:9][O:10][CH2:11][CH2:12][Si:13]([CH3:14])([CH3:15])[CH3:16])[cH:4][c:5]([C:7]#[N:8])[n:6]1. The reactants are O=C([O-])[O-], CC#N, ON=Cc1ccccc1O, [Cs+], [Cs+], COc1cn(-c2ccc(I)cc2F)nc(-c2ccnn2-c2ccccc2)c1=O, O, c1cn[nH]c1. Yields the product COc1cn(-c2ccc(-n3cccn3)cc2F)nc(-c2ccnn2-c2ccccc2)c1=O. Reaction SMILES: [C:44](=[O:45])([O-:46])[O-:47].[CH3:50][C:51]#[N:52].[CH:34](=[N:35][OH:36])[c:37]1[c:38]([OH:43])[cH:39][cH:40][cH:41][cH:42]1.[Cs+:48].[Cs+:49].[F:1][c:2]1[c:3](-[n:9]2[n:10][c:11](-[c:18]3[cH:19][cH:20][n:21][n:22]3-[c:23]3[cH:24][cH:25][cH:26][cH:27][cH:28]3)[c:12](=[O:17])[c:13]([O:15][CH3:16])[cH:14]2)[cH:4][cH:5][c:6]([I:8])[cH:7]1.[OH2:53].[nH:29]1[n:30][cH:31][cH:32][cH:33]1>>[F:1][c:2]1[c:3](-[n:9]2[n:10][c:11](-[c:18]3[cH:19][cH:20][n:21][n:22]3-[c:23]3[cH:24][cH:25][cH:26][cH:27][cH:28]3)[c:12](=[O:17])[c:13]([O:15][CH3:16])[cH:14]2)[cH:4][cH:5][c:6](-[n:29]2[n:30][cH:31][cH:32][cH:33]2)[cH:7]1. The product is COc1cc[nH]c1C=C1C(=O)Nc2cccc(-c3ccccc3)c21. RXN SMILES: [Br:10][c:11]1[c:12]2[c:16]([cH:17][cH:18][cH:19]1)[NH:15][C:14](=[O:20])[C:13]2=[CH:21][c:22]1[nH:23][cH:24][cH:25][c:26]1[O:27][CH3:28].[C:29](=[O:30])([O-:31])[O-:32].[CH3:35][O:36][CH2:37][CH2:38][O:39][CH3:40].[Na+:33].[Na+:34].[c:1]1([B:7]([OH:8])[OH:9])[cH:2][cH:3][cH:4][cH:5][cH:6]1>>[c:1]1(-[c:11]2[c:12]3[c:16]([cH:17][cH:18][cH:19]2)[NH:15][C:14](=[O:20])[C:13]3=[CH:21][c:22]2[nH:23][cH:24][cH:25][c:26]2[O:27][CH3:28])[cH:2][cH:3][cH:4][cH:5][cH:6]1. The reactants are COc1cc[nH]c1C=C1C(=O)Nc2cccc(Br)c21, O=C([O-])[O-], COCCOC, [Na+], [Na+], OB(O)c1ccccc1. The reactants are [Al+3], C1CCOC1, CCOC(=O)CCCC(C)(C)C, [H-], [H-], [H-], [H-], [Li+]. Yields the product CC(C)(C)CCCCO. Reaction SMILES: [Al+3:14].[CH2:19]1[O:20][CH2:21][CH2:22][CH2:23]1.[CH3:1][C:2]([CH2:3][CH2:4][CH2:5][C:6](=[O:7])[O:8][CH2:9][CH3:10])([CH3:11])[CH3:12].[H-:13].[H-:16].[H-:17].[H-:18].[Li+:15]>>[CH3:1][C:2]([CH2:3][CH2:4][CH2:5][CH2:6][OH:7])([CH3:11])[CH3:12]. The reactants are C(C1=CC=CC=C1)OC1=C2C=CN(C2=CC=C1C1=C(C=C(C(N1)=O)C(=O)OC)CC)C (methyl 6-(4-(benzyloxy)-1-methyl-1H-indol-5-yl)-5-ethyl-2-oxo-1,2-dihydropyridine-3-carboxylate), [Li+].[OH-] (LiOH). The solvent is C1CCOC1 (THF). Reaction conditions: temperature 50 celsius. Product: C(C1=CC=CC=C1)OC1=C2C=CN(C2=CC=C1C1=C(C=C(C(N1)=O)C(=O)O)CC)C (6-(4-(benzyloxy)-1-methyl-1H-indol-5-yl)-5-ethyl-2-oxo-1,2-dihydropyridine-3-carboxylic acid). RXN SMILES: [CH2:1]([O:8][C:9]1[C:17]([C:18]2[NH:23][C:22](=[O:24])[C:21]([C:25]([O:27]C)=[O:26])=[CH:20][C:19]=2[CH2:29][CH3:30])=[CH:16][CH:15]=[C:14]2[C:10]=1[CH:11]=[CH:12][N:13]2[CH3:31])[C:2]1[CH:7]=[CH:6][CH:5]=[CH:4][CH:3]=1.[Li+].[OH-]>C1COCC1>[CH2:1]([O:8][C:9]1[C:17]([C:18]2[NH:23][C:22](=[O:24])[C:21]([C:25]([OH:27])=[O:26])=[CH:20][C:19]=2[CH2:29][CH3:30])=[CH:16][CH:15]=[C:14]2[C:10]=1[CH:11]=[CH:12][N:13]2[CH3:31])[C:2]1[CH:7]=[CH:6][CH:5]=[CH:4][CH:3]=1 |f:1.2|. Procedure details: To a solution of methyl 6-(4-(benzyloxy)-1-methyl-1H-indol-5-yl)-5-ethyl-2-oxo-1,2-dihydropyridine-3-carboxylate (0.0888 g, 0.21 mmol) in THF (1.5 mL) was added a solution of LiOH (1M aqueous saturated, 0.60 ml, 0.60 mmol). The reaction mixture was heated at 50° C. for 1 h until starting material was consumed. The reaction was then cooled to room temperature and acidified with 1M HCl to pH˜2. The product was extracted with DCM (3×10 mL). The combined organic phases were washed with brine and dri... Reactants: CC(=O)[O-], CC(=O)[O-], CC(=CCCl)c1cccc(C#N)c1, ClCCl, CCOC(=O)C=[N+]=[N-], [Rh+2]. Yields the product CCOC(=O)C1C(CCl)C1(C)c1cccc(C#N)c1. Reaction SMILES: [C:25]([O-:26])(=[O:27])[CH3:28].[C:30]([O-:31])(=[O:32])[CH3:33].[Cl:1][CH2:2][CH:3]=[C:4]([CH3:5])[c:6]1[cH:7][c:8]([C:9]#[N:10])[cH:11][cH:12][cH:13]1.[Cl:22][CH2:23][Cl:24].[N+:14](=[N-:15])=[CH:16][C:17](=[O:18])[O:19][CH2:20][CH3:21].[Rh+2:29]>>[Cl:1][CH2:2][CH:3]1[C:4]([CH3:5])([c:6]2[cH:7][c:8]([C:9]#[N:10])[cH:11][cH:12][cH:13]2)[CH:16]1[C:17](=[O:18])[O:19][CH2:20][CH3:21]. Reactants: COc1ccc(B(O)O)cn1, COc1cccc(OC)c1-c1ccccc1P(C1CCCCC1)C1CCCCC1, O=C(NCc1ccc(-c2cnc3cc(Cl)ccn23)cc1)Nc1cccc(C(F)(F)F)c1, ClCCl, [K+], [K+], [K+], N#N, CC(=O)[O-], CC(=O)[O-], C1COCCO1, O, O, O=P([O-])([O-])[O-], [Pd+2]. Yields the product COc1ccc(-c2ccn3c(-c4ccc(CNC(=O)Nc5cccc(C(F)(F)F)c5)cc4)cnc3c2)cn1. As a reaction SMILES: [CH3:32][O:33][c:34]1[cH:35][cH:36][c:37]([B:40]([OH:41])[OH:42])[cH:38][n:39]1.[CH:43]1([P:44]([CH:45]2[CH2:46][CH2:47][CH2:48][CH2:49][CH2:50]2)[c:51]2[cH:52][cH:53][cH:54][cH:55][c:56]2-[c:57]2[c:58]([O:59][CH3:60])[cH:61][cH:62][cH:63][c:64]2[O:65][CH3:66])[CH2:67][CH2:68][CH2:69][CH2:70][CH2:71]1.[Cl:1][c:2]1[cH:3][c:4]2[n:5]([cH:6][cH:7]1)[c:8](-[c:11]1[cH:12][cH:13][c:14]([CH2:15][NH:16][C:17](=[O:18])[NH:19][c:20]3[cH:21][c:22]([C:26]([F:27])([F:28])[F:29])[cH:23][cH:24][cH:25]3)[cH:30][cH:31]1)[cH:9][n:10]2.[Cl:92][CH2:93][Cl:94].[K+:77].[K+:78].[K+:79].[N:80]#[N:81].[O-:83][C:84]([CH3:85])=[O:86].[O-:87][C:88]([CH3:89])=[O:90].[O:95]1[CH2:96][CH2:97][O:98][CH2:99][CH2:100]1.[OH2:101].[OH2:91].[P:72]([O-:73])([O-:74])([O-:75])=[O:76].[Pd+2:82]>>[c:2]1(-[c:37]2[cH:36][cH:35][c:34]([O:33][CH3:32])[n:39][cH:38]2)[cH:3][c:4]2[n:5]([cH:6][cH:7]1)[c:8](-[c:11]1[cH:12][cH:13][c:14]([CH2:15][NH:16][C:17](=[O:18])[NH:19][c:20]3[cH:21][c:22]([C:26]([F:27])([F:28])[F:29])[cH:23][cH:24][cH:25]3)[cH:30][cH:31]1)[cH:9][n:10]2. Reactants: ClC1=C(C(=O)O)C=CC=C1Cl (2,3-dichlorobenzoic acid), N1(CCOCC1)C(CN)C1=NC=CC=C1 ((2-morpholin-4-yl-2-pyridin-2-ylethyl)amine). The product is ClC1=C(C(=O)NCC(C2=NC=CC=C2)N2CCOCC2)C=CC=C1Cl (2,3-Dichloro-N-(2-morpholin-4-yl-2-pyridin-2-yl-ethyl)-benzamide). As a reaction SMILES: [Cl:1][C:2]1[C:10]([Cl:11])=[CH:9][CH:8]=[CH:7][C:3]=1[C:4]([OH:6])=O.[N:12]1([CH:18]([C:21]2[CH:26]=[CH:25][CH:24]=[CH:23][N:22]=2)[CH2:19][NH2:20])[CH2:17][CH2:16][O:15][CH2:14][CH2:13]1>>[Cl:1][C:2]1[C:10]([Cl:11])=[CH:9][CH:8]=[CH:7][C:3]=1[C:4]([NH:20][CH2:19][CH:18]([N:12]1[CH2:13][CH2:14][O:15][CH2:16][CH2:17]1)[C:21]1[CH:26]=[CH:25][CH:24]=[CH:23][N:22]=1)=[O:6]. Procedure: From 2,3-dichlorobenzoic acid and (2-morpholin-4-yl-2-pyridin-2-ylethyl)amine.